This data is from the Open Reaction Database (ORD), a public repository of structured organic reaction records. The task is: describe an organic reaction: reactants, conditions, products, and yield The reactants are CCO, N#CCc1ccc(N)c([N+](=O)[O-])c1. The product is N#CCc1ccc(N)c(N)c1. RXN SMILES: [CH3:14][CH2:15][OH:16].[NH2:1][c:2]1[c:3]([N+:11]([O-:12])=[O:13])[cH:4][c:5]([CH2:8][C:9]#[N:10])[cH:6][cH:7]1>>[NH2:1][c:2]1[c:3]([NH2:11])[cH:4][c:5]([CH2:8][C:9]#[N:10])[cH:6][cH:7]1. Reactants: C(C1=CC=CC=C1)(=O)NC1=CC=C(C=C1)C1=CC=C2CN(C(C2=C1)=O)[C@H](C(=O)O)C(C)C ((S)-2-(6-(4-Benzamidophenyl)-1-oxoisoindolin-2-yl)-3-methylbutanoic acid), ClC=1C=C(C(=O)NC2=CC=C(C=C2)C2=CC=C3CN(C(C3=C2)=O)C2CC(CCC2)C(=O)OC)C=CC1 (Methyl 3-(6-(4-(3-chlorobenzamido)phenyl)-1-oxoisoindolin-2-yl)cyclohexane carboxylate). Yields the product ClC=1C=C(C(=O)NC2=CC=C(C=C2)C2=CC=C3CN(C(C3=C2)=O)C2CC(CCC2)C(=O)O)C=CC1 (3-(6-(4-(3-Chlorobenzamido)phenyl)-1-oxoisoindolin-2-yl)cyclohexane carboxylic acid). The yield is 82.0%. Reaction SMILES: C(NC1C=CC(C2C=C3C(CN([C@@H](C(C)C)C(O)=O)C3=O)=CC=2)=CC=1)(=O)C1C=CC=CC=1.[Cl:33][C:34]1[CH:35]=[C:36]([CH:66]=[CH:67][CH:68]=1)[C:37]([NH:39][C:40]1[CH:45]=[CH:44][C:43]([C:46]2[CH:54]=[C:53]3[C:49]([CH2:50][N:51]([CH:56]4[CH2:61][CH2:60][CH2:59][CH:58]([C:62]([O:64]C)=[O:63])[CH2:57]4)[C:52]3=[O:55])=[CH:48][CH:47]=2)=[CH:42][CH:41]=1)=[O:38]>>[Cl:33][C:34]1[CH:35]=[C:36]([CH:66]=[CH:67][CH:68]=1)[C:37]([NH:39][C:40]1[CH:45]=[CH:44][C:43]([C:46]2[CH:54]=[C:53]3[C:49]([CH2:50][N:51]([CH:56]4[CH2:61][CH2:60][CH2:59][CH:58]([C:62]([OH:64])=[O:63])[CH2:57]4)[C:52]3=[O:55])=[CH:48][CH:47]=2)=[CH:42][CH:41]=1)=[O:38]. Procedure details: The compound of example 547 was prepared analogous to compound of example 98 by hydrolysis of compound of example 546. The reactants are ClC(Cl)Cl, CC(C)(C)OC(=O)N1CCC(=CC#Cc2cc(F)cc(F)c2)CC1, [Na+], [OH-], O, O=C(O)C(F)(F)F. Reaction SMILES: [Cl:35][CH:36]([Cl:37])[Cl:38].[F:1][c:2]1[cH:3][c:4]([C:9]#[C:10][CH:11]=[C:12]2[CH2:13][CH2:14][N:15]([C:18]([O:19][C:20]([CH3:21])([CH3:22])[CH3:23])=[O:24])[CH2:16][CH2:17]2)[cH:5][c:6]([F:8])[cH:7]1.[Na+:34].[OH-:33].[OH2:32].[OH:25][C:26]([C:27]([F:28])([F:29])[F:30])=[O:31]>>[F:1][c:2]1[cH:3][c:4]([C:9]#[C:10][CH:11]=[C:12]2[CH2:13][CH2:14][NH:15][CH2:16][CH2:17]2)[cH:5][c:6]([F:8])[cH:7]1. Yields the product Fc1cc(F)cc(C#CC=C2CCNCC2)c1. Reactants: CC=1C=CC2=C(N3C(N2C)=NC(=C3CC(=O)O)C3=CC=CC=C3)C1 (6,9-dimethyl-2-phenyl-9H-imidazo[1,2-a]benzimidazole-3-acetic acid), N,N'-carbonyldiimidazole, N (ammonia). Solvent: O1CCCC1 (tetrahydrofuran). Run at time 2 hour. Product: CC=1C=CC2=C(N3C(N2C)=NC(=C3CC(=O)N)C3=CC=CC=C3)C1 (6,9-Dimethyl-2-phenyl-9H-imidazo[1,2-a]benzimidazole-3-acetamide). As a reaction SMILES: [CH3:1][C:2]1[CH:3]=[CH:4][C:5]2[N:9]([CH3:10])[C:8]3=[N:11][C:12]([C:18]4[CH:23]=[CH:22][CH:21]=[CH:20][CH:19]=4)=[C:13]([CH2:14][C:15]([OH:17])=O)[N:7]3[C:6]=2[CH:24]=1.[NH3:25]>O1CCCC1>[CH3:1][C:2]1[CH:3]=[CH:4][C:5]2[N:9]([CH3:10])[C:8]3=[N:11][C:12]([C:18]4[CH:23]=[CH:22][CH:21]=[CH:20][CH:19]=4)=[C:13]([CH2:14][C:15]([NH2:25])=[O:17])[N:7]3[C:6]=2[CH:24]=1. Reported procedure: A suspension of 1.5 g (0.0047 mol) of 6,9-dimethyl-2-phenyl-9H-imidazo[1,2-a]benzimidazole-3-acetic acid is prepared in 50 ml of dry tetrahydrofuran. 1.22 g (0.0075 mol) of N,N'-carbonyldiimidazole are added thereto and the mixture is stirred for 2 h at 40°-45° C. The solution obtained is then treated with an excess of dry ammonia and stirred for 2 h. The solvent is evaporated under reduced pressure. The residue is washed with water and dried. The product obtained is purified by silica gel colum...